This data is from the Open Reaction Database (ORD), a public repository of structured organic reaction records. The task is: describe an organic reaction: reactants, conditions, products, and yield Starting materials: C(C)(C)C=1C=C2C(CCN(C2=C(C1)C=O)CCC)(C)C (6-isopropyl-4,4-dimethyl-1-n-propyl-1,2,3,4-tetrahydro-quinoline-8-carbaldehyde), C(C)(C)C=1C=C2C(CCN(C2=C(C1)C=O)CCC)(C)C (6-isopropyl-4,4-dimethyl-1-n-propyl-1,2,3,4-tetrahydro-quinoline-8-carbaldehyde), C[Mg]Br (methyl magnesium bromide). Run in C1CCOC1 (THF). Yields the product C(C)(C)C=1C=C2C(CCN(C2=C(C1)C(C)O)CCC)(C)C (1-(6-Isopropyl-4,4-dimethyl-1-n-propyl-1,2,3,4-tetrahydro-quinolin-8-yl)-ethanol). RXN SMILES: [CH:1]([C:4]1[CH:5]=[C:6]2[C:11](=[C:12]([CH:14]=[O:15])[CH:13]=1)[N:10]([CH2:16][CH2:17][CH3:18])[CH2:9][CH2:8][C:7]2([CH3:20])[CH3:19])([CH3:3])[CH3:2].[CH3:21][Mg]Br>C1COCC1>[CH:1]([C:4]1[CH:5]=[C:6]2[C:11](=[C:12]([CH:14]([OH:15])[CH3:21])[CH:13]=1)[N:10]([CH2:16][CH2:17][CH3:18])[CH2:9][CH2:8][C:7]2([CH3:20])[CH3:19])([CH3:2])[CH3:3]. Procedure: Following General Procedure C, 6-isopropyl-4,4-dimethyl-1-n-propyl-1,2,3,4-tetrahydro-quinoline-8-carbaldehyde (Intermediate 8, 4.54 g, 19.2 mmol) and a solution of methyl magnesium bromide (3M, 16 ml, 47.9 mmol) in THF were reacted to give the title compound as a light yellow oil after purification by column chromatography using 5% ethyl acetate in hexane. Starting materials: CC(C)=O, CCOC(C)=O, Fc1ccc(C2CCC3(CC2)OCCO3)cc1Cl, O=S(=O)(O)O. Product: O=C1CCC(c2ccc(F)c(Cl)c2)CC1. Reaction SMILES: [CH3:24][C:25](=[O:26])[CH3:27].[CH3:28][CH2:29][O:30][C:31]([CH3:32])=[O:33].[Cl:1][c:2]1[cH:3][c:4]([CH:9]2[CH2:10][CH2:11][C:12]3([O:13][CH2:16][CH2:15][O:14]3)[CH2:17][CH2:18]2)[cH:5][cH:6][c:7]1[F:8].[S:19](=[O:20])(=[O:21])([OH:22])[OH:23]>>[Cl:1][c:2]1[cH:3][c:4]([CH:9]2[CH2:10][CH2:11][C:12](=[O:13])[CH2:17][CH2:18]2)[cH:5][cH:6][c:7]1[F:8]. Reaction SMILES: [CH2:39]1[O:40][CH2:41][CH2:42][CH2:43]1.[CH3:1][O:2][C:3]([c:4]1[cH:5][c:6]([CH3:35])[c:7]([NH:10][C:11](=[O:12])[N:13]([c:14]2[n:15](-[c:23]3[cH:24][cH:25][cH:26][cH:27][cH:28]3)[n:16][c:17]3[cH:18][cH:19][cH:20][cH:21][c:22]23)[CH:29]2[CH2:30][CH2:31][CH2:32][CH2:33][CH2:34]2)[cH:8][cH:9]1)=[O:36].[CH3:44][OH:45].[Li+:37].[OH-:38]>>[O:2]=[C:3]([c:4]1[cH:5][c:6]([CH3:35])[c:7]([NH:10][C:11](=[O:12])[N:13]([c:14]2[n:15](-[c:23]3[cH:24][cH:25][cH:26][cH:27][cH:28]3)[n:16][c:17]3[cH:18][cH:19][cH:20][cH:21][c:22]23)[CH:29]2[CH2:30][CH2:31][CH2:32][CH2:33][CH2:34]2)[cH:8][cH:9]1)[OH:36]. Starting materials: C1CCOC1, COC(=O)c1ccc(NC(=O)N(c2c3ccccc3nn2-c2ccccc2)C2CCCCC2)c(C)c1, CO, [Li+], [OH-]. The product is Cc1cc(C(=O)O)ccc1NC(=O)N(c1c2ccccc2nn1-c1ccccc1)C1CCCCC1. The reactants are C(C)(C)(C)C=1C(=C(C=C(C1)C=1C(=NC(=NC1)OC(C)(C)C)OC(C)(C)C)C=1C=C2C=CC(=CC2=CC1)NS(=O)(=O)C)I (N-(6-(3-tert-butyl-5-(2,4-di-tert-butoxypyrimidin-5-yl)-2-iodo phenyl)naphthalen-2-yl)methanesulfonamide), C(CCC)[Sn](C=C)(CCCC)CCCC (tributyl(vinyl)stannane), P(=O)([O-])([O-])[O-].[K+].[K+].[K+] (potassium phosphate), CC12OC3(OC(P(C(O1)(C3)C)C3=CC=CC=C3)(C2)C)C (1,3,5,7-tetramethyl-6-phenyl-2,4,8-trioxa-6-phosphaadamantane). Reagents/catalysts: C=1C=CC(=CC1)/C=C/C(=O)/C=C/C2=CC=CC=C2.C=1C=CC(=CC1)/C=C/C(=O)/C=C/C2=CC=CC=C2.C=1C=CC(=CC1)/C=C/C(=O)/C=C/C2=CC=CC=C2.[Pd].[Pd] (tris(dibenzylideneacetone)dipalladium(0)). Run in CS(=O)C (dimethyl sulfoxide). Yields the product C(C)(C)(C)C=1C(=C(C=C(C1)C=1C(=NC(=NC1)OC(C)(C)C)OC(C)(C)C)C=1C=C2C=CC(=CC2=CC1)NS(=O)(=O)C)C=C (N-(6-(3-tert-butyl-5-(2,4-di-tert-butoxypyrimidin-5-yl)-2-vinyl phenyl)naphthalen-2-yl)methanesulfonamide). RXN SMILES: [C:1]([C:5]1[C:6](I)=[C:7]([C:27]2[CH:28]=[C:29]3[C:34](=[CH:35][CH:36]=2)[CH:33]=[C:32]([NH:37][S:38]([CH3:41])(=[O:40])=[O:39])[CH:31]=[CH:30]3)[CH:8]=[C:9]([C:11]2[C:12]([O:22][C:23]([CH3:26])([CH3:25])[CH3:24])=[N:13][C:14]([O:17][C:18]([CH3:21])([CH3:20])[CH3:19])=[N:15][CH:16]=2)[CH:10]=1)([CH3:4])([CH3:3])[CH3:2].[CH2:43]([Sn](CCCC)(CCCC)C=C)[CH2:44]CC.P([O-])([O-])([O-])=O.[K+].[K+].[K+].CC12CC3(C)P(C4C=CC=CC=4)C(C)(CC(C)(O3)O1)O2>CS(C)=O.C1C=CC(/C=C/C(/C=C/C2C=CC=CC=2)=O)=CC=1.C1C=CC(/C=C/C(/C=C/C2C=CC=CC=2)=O)=CC=1.C1C=CC(/C=C/C(/C=C/C2C=CC=CC=2)=O)=CC=1.[Pd].[Pd]>[C:1]([C:5]1[C:6]([CH:43]=[CH2:44])=[C:7]([C:27]2[CH:28]=[C:29]3[C:34](=[CH:35][CH:36]=2)[CH:33]=[C:32]([NH:37][S:38]([CH3:41])(=[O:40])=[O:39])[CH:31]=[CH:30]3)[CH:8]=[C:9]([C:11]2[C:12]([O:22][C:23]([CH3:26])([CH3:25])[CH3:24])=[N:13][C:14]([O:17][C:18]([CH3:21])([CH3:20])[CH3:19])=[N:15][CH:16]=2)[CH:10]=1)([CH3:4])([CH3:3])[CH3:2] |f:2.3.4.5,8.9.10.11.12|. Procedure: To a 5 mL microwave tube was added the product from Example 34 Part A (210 mg, 0.3 mmol), tributyl(vinyl)stannane (0.175 mL, 0.600 mmol), potassium phosphate (134 mg, 0.63 mmol), 1,3,5,7-tetramethyl-6-phenyl-2,4,8-trioxa-6-phosphaadamantane (8.77 mg, 0.030 mmol) and tris(dibenzylideneacetone)dipalladium(0) (13.74 mg, 0.015 mmol) in dimethyl sulfoxide (3 mL). The mixture was purged with nitrogen for 5 minutes and microwaved at 100° C. for 1 hour. The reaction mixture was partitioned with ethyl ac... The reactants are C(#N)[BH3-].[Na+] (sodium cyanoborohydride), C(C)(C)N (isopropylamine), O=C(CCCNC(=O)C=1N(C(=C2C=C(C=CC12)Cl)C1=CC=CC=C1)C)C (5-chloro-2-methyl-3-phenylisoindole-1-carboxylic acid (4-oxopentyl)amide), 5-N, Cl (hydrochloric acid), Cl (hydrochloric acid). Solvent: CO (methanol). Run at time 0.5 hour. Product: Cl.C(C)(C)NC(CCCNC(=O)C=1N(C(=C2C=C(C=CC12)Cl)C1=CC=CC=C1)C)C (5-chloro-2-methyl-3-phenylisoindole-1-carboxylic acid [4-(isopropylamino)pentyl]amide hydrochloride). RXN SMILES: [CH:1]([NH2:4])([CH3:3])[CH3:2].Cl.O=[C:7]([CH3:31])[CH2:8][CH2:9][CH2:10][NH:11][C:12]([C:14]1[N:15]([CH3:30])[C:16]([C:24]2[CH:29]=[CH:28][CH:27]=[CH:26][CH:25]=2)=[C:17]2[C:22]=1[CH:21]=[CH:20][C:19]([Cl:23])=[CH:18]2)=[O:13].C([BH3-])#N.[Na+]>CO>[ClH:23].[CH:1]([NH:4][CH:7]([CH3:31])[CH2:8][CH2:9][CH2:10][NH:11][C:12]([C:14]1[N:15]([CH3:30])[C:16]([C:24]2[CH:29]=[CH:28][CH:27]=[CH:26][CH:25]=2)=[C:17]2[C:22]=1[CH:21]=[CH:20][C:19]([Cl:23])=[CH:18]2)=[O:13])([CH3:3])[CH3:2] |f:3.4,6.7|. Procedure: A solution of 5.2 ml. of isopropylamine in 25 ml. of methanol is treated with 4 ml. of 5-N methanolic hydrochloric acid. Thereafter, there are successively added under an atmosphere of argon at 20°-25° C. 3.7 g. of 5-chloro-2-methyl-3-phenylisoindole-1-carboxylic acid (4-oxopentyl)amide and 0.4 g. of sodium cyanoborohydride and the mixture is then stirred at room temperature for 48 hours. The mixture is made acidic with concentrated hydrochloric acid while cooling with ice, stirred at room tempe... Starting materials: O=S(=O)(Cl)c1cccc2cncc(Br)c12, CC(C)(C)OC(=O)NC1CCNC1, CC(NC(=O)OC(C)(C)C)C1CN(S(=O)(=O)c2cccc3cncc(Cl)c23)C1. The product is CC(N)C1CN(S(=O)(=O)c2cccc3cncc(Cl)c23)C1. RXN SMILES: [Br:1][c:2]1[c:3]2[c:4]([S:5]([Cl:6])(=[O:7])=[O:8])[cH:9][cH:10][cH:11][c:12]2[cH:13][n:14][cH:15]1.[C:16]([O:17][C:18]([NH:19][CH:20]1[CH2:21][CH2:22][NH:23][CH2:24]1)=[O:25])([CH3:26])([CH3:27])[CH3:28].[C:29]([O:30][C:31](=[O:32])[NH:36][CH:37]([CH3:38])[CH:39]1[CH2:40][N:41]([S:43](=[O:44])(=[O:45])[c:46]2[c:47]3[c:48]([Cl:56])[cH:49][n:50][cH:51][c:52]3[cH:53][cH:54][cH:55]2)[CH2:42]1)([CH3:33])([CH3:34])[CH3:35]>>[NH2:36][CH:37]([CH3:38])[CH:39]1[CH2:40][N:41]([S:43](=[O:44])(=[O:45])[c:46]2[c:47]3[c:48]([Cl:56])[cH:49][n:50][cH:51][c:52]3[cH:53][cH:54][cH:55]2)[CH2:42]1.